From a dataset of the Open Reaction Database (ORD), a public repository of structured organic reaction records. describe an organic reaction: reactants, conditions, products, and yield The reactants are [N-]=[N+]=[N-].[Na+] (sodium azide), FC(C(=O)O)(F)F (Trifluoroacetic acid), acid chloride, C12(CCC(C=C1)C2)C(=O)Cl (norborn-5-ene-carbonyl chloride). Solvent: O (water), CC(=O)C (acetone). Conditions: temperature 0 celsius, time 2 hour. The product is FC(C(=O)NC1C2C=CC(C1)C2)(F)F (2-trifluoroacetylaminonorborn-5-ene), solid. Isolated yield 57.0%. Reaction SMILES: [C:1]12(C(Cl)=O)[CH2:7][CH:4]([CH:5]=[CH:6]1)[CH2:3][CH2:2]2.[N-:11]=[N+]=[N-].[Na+].[F:15][C:16]([F:21])([F:20])[C:17](O)=[O:18]>CC(C)=O.O>[F:15][C:16]([F:21])([F:20])[C:17]([NH:11][CH:3]1[CH2:2][CH:1]2[CH2:7][CH:4]1[CH:5]=[CH:6]2)=[O:18] |f:1.2|. Procedure: Method A (via mixed anhydride): A solution of norborn-5-ene-2-carboxylic acid (1.75 g, 12.8 mmol) and triethylamine (1.95 mL, 1.43 g, 14.1 mmol) in dry acetone (25 mL) was cooled in an ice bath. Freshly distilled ethyl chloroformate (1.41 mL, 1.60 g, 14.7 mmol) was added, and the reaction mixture was stirred at 0° C. After this period, a solution of sodium azide (1.04 g, 16.0 mmol) in distilled water (5 mL) was added, and the reaction mixture was stirred for 2 hours at 0° C. The reaction mixture... Starting materials: IC (Iodomethane), [H-].[Na+] (Sodium Hydride), oil, ClC1=CC=C(C=C1)C1=NN=C(C2=CC=CC=C12)NC1=CC=C(OC=2C=CN=C3C=CC(NC23)=O)C=C1 (8-(4-(4-(4-chlorophenyl)phthalazin-1-ylamino)phenoxy)-1,5-naphthyridin-2(1H)-one). The solvent is C1CCOC1 (THF). Reaction conditions: temperature 0 celsius, time 1 hour. Product: ClC1=CC=C(C=C1)C1=NN=C(C2=CC=CC=C12)N(C1=CC=C(OC=2C=CN=C3C=CC(NC23)=O)C=C1)C (8-(4-((4-(4-chlorophenyl)phthalazin-1-yl)(methyl)amino)phenoxy)-1,5-naphthyridin-2(1H)-one). Reaction SMILES: [Cl:1][C:2]1[CH:7]=[CH:6][C:5]([C:8]2[C:17]3[C:12](=[CH:13][CH:14]=[CH:15][CH:16]=3)[C:11]([NH:18][C:19]3[CH:36]=[CH:35][C:22]([O:23][C:24]4[CH:25]=[CH:26][N:27]=[C:28]5[C:33]=4[NH:32][C:31](=[O:34])[CH:30]=[CH:29]5)=[CH:21][CH:20]=3)=[N:10][N:9]=2)=[CH:4][CH:3]=1.[H-].[Na+].I[CH3:40]>C1COCC1>[Cl:1][C:2]1[CH:3]=[CH:4][C:5]([C:8]2[C:17]3[C:12](=[CH:13][CH:14]=[CH:15][CH:16]=3)[C:11]([N:18]([CH3:40])[C:19]3[CH:20]=[CH:21][C:22]([O:23][C:24]4[CH:25]=[CH:26][N:27]=[C:28]5[C:33]=4[NH:32][C:31](=[O:34])[CH:30]=[CH:29]5)=[CH:35][CH:36]=3)=[N:10][N:9]=2)=[CH:6][CH:7]=1 |f:1.2|. Procedure details: In a 20 mL sealed tube, was dissolved 8-(4-(4-(4-chlorophenyl)phthalazin-1-ylamino)phenoxy)-1,5-naphthyridin-2(1H)-one (0.25 g, 0.508 mmol) in THF (2.2 mL), and the mixture was cooled to 0° C. Sodium Hydride, 60% in mineral oil (0.045 g, 1.12 mmol), was added and the mixture was stirred at 0° C. for 1 hour. Iodomethane (0.070 mL, 1. 12 mmol), was added and the mixture was warmed to 60° C., and stirred for 3 hours. A mixture of products was revealed by LC/MS. The mixture was cooled to RT, quenche... Starting materials: SC1=NC=CC(=C1)C(=O)O (2-mercapto-4-pyridinecarboxylic acid), C(C)C(C(=O)[O-])CCCC.[Na+] (sodium 2-ethylhexanoate). Solvent: C(C)(C)O (isopropyl alcohol), O1CCCC1 (tetrahydrofuran), CO (methanol). Conditions: time 2 day. Product: [S-]C1=NC=CC(=C1)C(=O)[O-].[Na+].[Na+] (disodium 2-sulfido-4-pyridinecarboxylate). RXN SMILES: [SH:1][C:2]1[CH:7]=[C:6]([C:8]([OH:10])=[O:9])[CH:5]=[CH:4][N:3]=1.C(C(CCCC)C([O-])=O)C.[Na+:21]>O1CCCC1.CO.C(O)(C)C>[S-:1][C:2]1[CH:7]=[C:6]([C:8]([O-:10])=[O:9])[CH:5]=[CH:4][N:3]=1.[Na+:21].[Na+:21] |f:1.2,6.7.8|. Procedure: To a suspension of 2-mercapto-4-pyridinecarboxylic acid (7.65 g) in a mixture of tetrahydrofuran (60 ml) and methanol (60 ml) was added a solution of sodium 2-ethylhexanoate in isopropyl alcohol (27.5%) and the mixture was stirred for 2 days at room temperature. The reaction mixture was evaporated and the residue was washed with a mixture of acetone and ethanol. The crystals were collected by filtration dried over phosphorus pentoxide to give disodium 2-sulfido-4-pyridinecarboxylate (8.5 g). The reactants are COC([C@@H](N)CCCCNC(=O)OCC1=CC=CC=C1)=O (Nε-benzyloxycarbonyl-L-lysine methyl ester), C1(=CC=CC=C1)N=C=S (phenyl isothiocynate). Product: C(C1=CC=CC=C1)OC(=O)NCCCCC1C(N(C(N1)=S)C1=CC=CC=C1)=O (5-(4-Benzyloxycarbonylaminobutyl)-3-phenyl-2-thiohydantoin). Reaction SMILES: CO[C:3](=[O:21])[C@H:4]([CH2:6][CH2:7][CH2:8][CH2:9][NH:10][C:11]([O:13][CH2:14][C:15]1[CH:20]=[CH:19][CH:18]=[CH:17][CH:16]=1)=[O:12])[NH2:5].[C:22]1([N:28]=[C:29]=[S:30])[CH:27]=[CH:26][CH:25]=[CH:24][CH:23]=1>>[CH2:14]([O:13][C:11]([NH:10][CH2:9][CH2:8][CH2:7][CH2:6][CH:4]1[NH:5][C:29](=[S:30])[N:28]([C:22]2[CH:27]=[CH:26][CH:25]=[CH:24][CH:23]=2)[C:3]1=[O:21])=[O:12])[C:15]1[CH:16]=[CH:17][CH:18]=[CH:19][CH:20]=1. Procedure details: Using an analogous procedure to Example 1 Nε-benzyloxycarbonyl-L-lysine methyl ester may be reacted with phenyl isothiocynate to give the title compound. Starting materials: [Li]CCCC, Clc1nc(Cl)c(C2OCCO2)s1, C1CCOC1. Yields the product Clc1ncsc1C1OCCO1. RXN SMILES: [CH2:1]([Li:2])[CH2:3][CH2:4][CH3:5].[Cl:6][c:7]1[s:8][c:9]([CH:13]2[O:14][CH2:15][CH2:16][O:17]2)[c:10]([Cl:12])[n:11]1.[O:18]1[CH2:19][CH2:20][CH2:21][CH2:22]1>>[cH:7]1[s:8][c:9]([CH:13]2[O:14][CH2:15][CH2:16][O:17]2)[c:10]([Cl:12])[n:11]1.